From a dataset of the Open Reaction Database (ORD), a public repository of structured organic reaction records. describe an organic reaction: reactants, conditions, products, and yield Procedure details: (S)—N-(1-(3-(3-chloro-4-cyanophenyl)-1H-pyrazol-1-yl)propan-2-yl)-5-(1-hydroxycyclopentyl)isoxazole-3-carboxamide was prepared using the method of Example 34(d) starting from (S)-4-(1-(2-aminopropyl)-1H-pyrazol-3-yl)-2-chlorobenzonitrile (200 mg, 0.69 mmol) and 5-(1-hydroxycyclopentyl)isoxazole-3-carboxylic acid (173 mg, 0.878 mmol). The product purified twice by Flash-chromatography (normal phase and reverse phase). Yield 23.2%. 1H-NMR (400 MHz; MeOD): δ 1.26 (d, 3H), 1.75-2.12 (m, 8H), 4.28-4.... Yield: 23.2%. Reaction SMILES: [NH2:1][C@@H:2]([CH3:18])[CH2:3][N:4]1[CH:8]=[CH:7][C:6]([C:9]2[CH:16]=[CH:15][C:12]([C:13]#[N:14])=[C:11]([Cl:17])[CH:10]=2)=[N:5]1.[OH:19][C:20]1([C:25]2[O:29][N:28]=[C:27]([C:30](O)=[O:31])[CH:26]=2)[CH2:24][CH2:23][CH2:22][CH2:21]1>>[Cl:17][C:11]1[CH:10]=[C:9]([C:6]2[CH:7]=[CH:8][N:4]([CH2:3][C@@H:2]([NH:1][C:30]([C:27]3[CH:26]=[C:25]([C:20]4([OH:19])[CH2:24][CH2:23][CH2:22][CH2:21]4)[O:29][N:28]=3)=[O:31])[CH3:18])[N:5]=2)[CH:16]=[CH:15][C:12]=1[C:13]#[N:14]. The reactants are N[C@H](CN1N=C(C=C1)C1=CC(=C(C#N)C=C1)Cl)C ((S)-4-(1-(2-aminopropyl)-1H-pyrazol-3-yl)-2-chlorobenzonitrile), OC1(CCCC1)C1=CC(=NO1)C(=O)O (5-(1-hydroxycyclopentyl)isoxazole-3-carboxylic acid). Product: ClC=1C=C(C=CC1C#N)C1=NN(C=C1)C[C@H](C)NC(=O)C1=NOC(=C1)C1(CCCC1)O ((S)—N-(1-(3-(3-chloro-4-cyanophenyl)-1H-pyrazol-1-yl)propan-2-yl)-5-(1-hydroxycyclopentyl)isoxazole-3-carboxamide).